This data is from the Open Reaction Database (ORD), a public repository of structured organic reaction records. The task is: describe an organic reaction: reactants, conditions, products, and yield Starting materials: C(C1=CC=CC=C1)[Mg]Cl (benzyl magnesium chloride), BrC=1C=C(C=CC1)N1CC=CC1 (1-(3-bromophenyl)-2,5-dihydropyrrole). Reagents/catalysts: CC(C)P(C1=CC=CC=C1)C2=CC=CC=C2.C1=CC=C(C=C1)PC2=CC=CC=C2.[Cl-].[Ni] (1,3-bis(diphenylphosphino)propanenickel (II) chloride). Solvent: O1CCCC1 (tetrahydrofuran), O1CCCC1 (tetrahydrofuran). Conditions: time 8 hour. Product: C(C1=CC=CC=C1)C=1C=C(C=CC1)N1CC=CC1 (1-(3-Benzylphenyl)-2,5-dihydropyrrole). As a reaction SMILES: Br[C:2]1[CH:3]=[C:4]([N:8]2[CH2:12][CH:11]=[CH:10][CH2:9]2)[CH:5]=[CH:6][CH:7]=1.[CH2:13]([Mg]Cl)[C:14]1[CH:19]=[CH:18][CH:17]=[CH:16][CH:15]=1>CC(P(C1C=CC=CC=1)C1C=CC=CC=1)C.C1C=CC(PC2C=CC=CC=2)=CC=1.[Cl-].[Ni].O1CCCC1>[CH2:13]([C:2]1[CH:3]=[C:4]([N:8]2[CH2:12][CH:11]=[CH:10][CH2:9]2)[CH:5]=[CH:6][CH:7]=1)[C:14]1[CH:19]=[CH:18][CH:17]=[CH:16][CH:15]=1 |f:2.3.4.5|. Procedure: To a mixture of 6.6 g of 1-(3-bromophenyl)-2,5-dihydropyrrole, 800 mg of 1,3-bis(diphenylphosphino)propanenickel (II) chloride and 40 ml of tetrahydrofuran was added dropwise 22 ml of a 2.0 M tetrahydrofuran solution of benzyl magnesium chloride, followed by stirring overnight as it was. The reaction mixture was separated with a saturated aqueous ammonium chloride solution-ethyl acetate, and the organic layer was washed with water and brine, dried over anhydrous magnesium sulfate and then evapor... The product is BrC1=CC=C(C=C1)SC(CCl)S(=O)(=O)C1=CC=CC=C1 (2-CHLORO-1-(PHENYLSULFONYL)ETHYL p-BROMOPHENYL SULFIDE). Run at time 72 hour. The reactants are C(=C)S(=O)(=O)C1=CC=CC=C1 (phenyl vinyl sulfone), BrC1=CC=C(C=C1)SCl (p-bromobenzenesulfenyl chloride), C(Cl)(Cl)(Cl)Cl (carbon tetrachloride). Solvent: C(C)(=O)O (acetic acid). As a reaction SMILES: [CH:1]([S:3]([C:6]1[CH:11]=[CH:10][CH:9]=[CH:8][CH:7]=1)(=[O:5])=[O:4])=[CH2:2].[Br:12][C:13]1[CH:18]=[CH:17][C:16]([S:19]Cl)=[CH:15][CH:14]=1.C(Cl)(Cl)(Cl)[Cl:22]>C(O)(=O)C>[Br:12][C:13]1[CH:18]=[CH:17][C:16]([S:19][CH:1]([S:3]([C:6]2[CH:11]=[CH:10][CH:9]=[CH:8][CH:7]=2)(=[O:4])=[O:5])[CH2:2][Cl:22])=[CH:15][CH:14]=1. Procedure: A solution of 24.8 g (0.147 mole) of phenyl vinyl sulfone in 50 ml of carbon tetrachloride and 25 ml of glacial acetic acid at 28° was treated with 32.8 g (0.146 mole) of p-bromobenzenesulfenyl chloride. A 4° exotherm occurred. The reaction mixture was allowed to stand for 72 hours. The solvent was removed by evaporation at reduced pressure. The residue was recrystallized from 50 ml of benzene to give colorless needles, m.p. 97.5°-98.5°. Starting materials: BrCC(=O)OC (methyl bromoacetate), BrCC(=O)OC (methyl bromoacetate), FC1=C(C=C(C=C1)C=1N=C(NC1)C1=CC=CC=C1)C (4-(4-fluoro-3-methyl-phenyl)-2-phenyl-1H-imidazole), C([O-])([O-])=O.[K+].[K+] (potassium carbonate), ice water. Run in CN(C)C=O (DMF). Run at time 3 hour. Product: BrCC(=O)C1=CC(=C(C=C1)F)C (2-bromo-1-(4-fluoro-3-methyl-phenyl)-ethanone). As a reaction SMILES: [Br:1][CH2:2][C:3]([O:5]C)=O.[F:7][C:8]1[CH:13]=[CH:12][C:11](C2N=C(C3C=CC=CC=3)NC=2)=[CH:10][C:9]=1[CH3:25].C(=O)([O-])[O-].[K+].[K+]>CN(C=O)C>[Br:1][CH2:2][C:3]([C:11]1[CH:12]=[CH:13][C:8]([F:7])=[C:9]([CH3:25])[CH:10]=1)=[O:5] |f:2.3.4|. Procedure details: 0.41 mL methyl bromoacetate was added to 1 g 4-(4-fluoro-3-methyl-phenyl)-2-phenyl-1H-imidazole and 1.66 g potassium carbonate in 10 mL DMF. The reaction was stirred 3 h at RT. Then 0.41 mL methyl bromoacetate was added and the reaction was stirred over night at RT. The reaction mixture was added to ice water and extracted with DCM. The organic layer was dried and evaporated to give 1 g desired product. Rt: 0.94 min (method B), (M+H)+: 325 Reactants: CN(CCOC1=NC=C(C=C1C(F)(F)F)[N+](=O)[O-])C (N,N-dimethyl-2-((5-nitro-3-(trifluoromethyl)pyridin-2-yl)oxy)ethanamine), C(Cl)Cl.CO (DCM MeOH). Reagents/catalysts: [Pd] (Pd/C). Solvent: CO (MeOH). Product: CN(CCOC1=C(C=C(C=N1)N)C(F)(F)F)C (6-(2-(dimethylamino)ethoxy)-5-(trifluoromethyl)pyridin-3-amine). Isolated yield 80.6%. Reaction SMILES: [CH3:1][N:2]([CH3:19])[CH2:3][CH2:4][O:5][C:6]1[C:11]([C:12]([F:15])([F:14])[F:13])=[CH:10][C:9]([N+:16]([O-])=O)=[CH:8][N:7]=1.C(Cl)Cl.CO>CO.[Pd]>[CH3:1][N:2]([CH3:19])[CH2:3][CH2:4][O:5][C:6]1[N:7]=[CH:8][C:9]([NH2:16])=[CH:10][C:11]=1[C:12]([F:15])([F:13])[F:14] |f:1.2|. Procedure: A solution of N,N-dimethyl-2-((5-nitro-3-(trifluoromethyl)pyridin-2-yl)oxy)ethanamine (500 mg, 1.791 mmol) and Pd/C (191 mg, 1.791 mmol) in MeOH (30 mL) was stirred at 20° C. under H2. After TLC analysis (DCM/MeOH=20/1) showed the starting material had disappeared, the mixture was filtered. The filtrate was concentrated to yield a oil of 6-(2-(dimethylamino)ethoxy)-5-(trifluoromethyl)pyridin-3-amine (360 mg, 1.444 mmol, 81.1% yield): 1H NMR (400 MHz, CD3OD) δ 7.77 (d, J=2.4 Hz, 1H), 7.37 (d, J=3...